From a dataset of the Open Reaction Database (ORD), a public repository of structured organic reaction records. describe an organic reaction: reactants, conditions, products, and yield As a reaction SMILES: [CH3:1][C:2]([C:4]1[CH:9]=[CH:8][C:7]([I:10])=[CH:6][CH:5]=1)=O.[N:11]1[NH:12][C:13](=[O:17])[CH:14]=CC=1>>[I:10][C:7]1[CH:8]=[CH:9][C:4]([C:2]2[CH:1]=[CH:14][C:13](=[O:17])[NH:12][N:11]=2)=[CH:5][CH:6]=1. Starting materials: CC(=O)C1=CC=C(C=C1)I (4-iodoacetophenone), N=1NC(C=CC1)=O (pyridazinone). Procedure details: 7.8 g of 4-iodoacetophenone are converted into the pyridazinone in accordance with GWP 1. Product: IC1=CC=C(C=C1)C=1C=CC(NN1)=O (6-(4-Iodophenyl)-2H-pyridazin-3-one). Reactants: CCOCC, COC(=O)Cc1ccc(OC)cc1, Cc1ccccc1, Cl. The product is COc1ccc(CC=O)cc1. As a reaction SMILES: [CH3:15][CH2:16][O:17][CH2:18][CH3:19].[CH3:1][O:2][c:3]1[cH:4][cH:5][c:6]([CH2:9][C:10](=[O:11])[O:12][CH3:13])[cH:7][cH:8]1.[CH3:20][c:21]1[cH:22][cH:23][cH:24][cH:25][cH:26]1.[ClH:14]>>[CH3:1][O:2][c:3]1[cH:4][cH:5][c:6]([CH2:9][CH:10]=[O:11])[cH:7][cH:8]1. The reactants are CO, COC(=O)CCc1oc(-c2ccc3c(c2)OCO3)nc1-c1ccc(Cl)cc1, Cl, [K+], C1CCOC1, [OH-]. The product is O=C(O)CCc1oc(-c2ccc3c(c2)OCO3)nc1-c1ccc(Cl)cc1. RXN SMILES: [CH3:30][OH:31].[Cl:1][c:2]1[cH:3][cH:4][c:5](-[c:8]2[n:9][c:10](-[c:19]3[cH:20][c:21]4[c:22]([cH:23][cH:24]3)[O:25][CH2:26][O:27]4)[o:11][c:12]2[CH2:13][CH2:14][C:15](=[O:16])[O:17][CH3:18])[cH:6][cH:7]1.[ClH:32].[K+:29].[O:33]1[CH2:34][CH2:35][CH2:36][CH2:37]1.[OH-:28]>>[Cl:1][c:2]1[cH:3][cH:4][c:5](-[c:8]2[n:9][c:10](-[c:19]3[cH:20][c:21]4[c:22]([cH:23][cH:24]3)[O:25][CH2:26][O:27]4)[o:11][c:12]2[CH2:13][CH2:14][C:15](=[O:16])[OH:17])[cH:6][cH:7]1.